This data is from the Open Reaction Database (ORD), a public repository of structured organic reaction records. The task is: describe an organic reaction: reactants, conditions, products, and yield Reactants: S1C=C(C=C1)C1OCCO1 (2-(3-thienyl)-1,3-dioxolane), C(CCC)[Li] (n-butyllithium), C(CCC)[Sn](CCCC)(CCCC)Cl (tri-n-butyltin chloride). Solvent: CCOCC (ether), O1CCCC1 (tetrahydrofuran). Reaction conditions: temperature -78 celsius. Yields the product C(CCC)[Sn](C=1SC=CC1C1OCCO1)(CCCC)CCCC (2-[2-(Tributylstannyl)-3-thienyl]-1,3-dioxolane). Yield: 76.8%. RXN SMILES: [S:1]1[CH:5]=[CH:4][C:3]([CH:6]2[O:10][CH2:9][CH2:8][O:7]2)=[CH:2]1.C([Li])CCC.[CH2:16]([Sn:20](Cl)([CH2:25][CH2:26][CH2:27][CH3:28])[CH2:21][CH2:22][CH2:23][CH3:24])[CH2:17][CH2:18][CH3:19]>CCOCC.O1CCCC1>[CH2:25]([Sn:20]([CH2:16][CH2:17][CH2:18][CH3:19])([CH2:21][CH2:22][CH2:23][CH3:24])[C:2]1[S:1][CH:5]=[CH:4][C:3]=1[CH:6]1[O:10][CH2:9][CH2:8][O:7]1)[CH2:26][CH2:27][CH3:28]. Procedure: To a stirred solution of 15.6 g of 2-(3-thienyl)-1,3-dioxolane in 100 ml of anhydrous ether is added dropwise 74.3 ml of 1.48 N n-butyllithium under nitrogen at room temperature. After 15 minutes at reflux, the reaction mixture is cooled to -78° C. and 34.18 g of tri-n-butyltin chloride in 100 ml of dry tetrahydrofuran is added dropwise. After the addition is complete, the mixture is warmed to room temperature and the solvent is evaporated in vacuo to an oily residue. To the residue is added 100... Reactants: CC1=C(N=C(O1)C1(CCCCC1)C)CC(=O)OCC1=CC=CC=C1 (Benzyl 5-methyl-2-(1-methylcyclohexyl)-4-oxazoleacetate), [OH-].[Na+] (sodium hydroxide). Solvent: C(C)O (ethanol), O (water). Conditions: temperature 90 celsius. Product: CC1=C(N=C(O1)C1(CCCCC1)C)CC(=O)O (5-methyl-2-(1-methylcyclohexyl)-4-oxazoleacetic acid). RXN SMILES: [CH3:1][C:2]1[O:6][C:5]([C:7]2([CH3:13])[CH2:12][CH2:11][CH2:10][CH2:9][CH2:8]2)=[N:4][C:3]=1[CH2:14][C:15]([O:17]CC1C=CC=CC=1)=[O:16].[OH-].[Na+]>C(O)C.O>[CH3:1][C:2]1[O:6][C:5]([C:7]2([CH3:13])[CH2:12][CH2:11][CH2:10][CH2:9][CH2:8]2)=[N:4][C:3]=1[CH2:14][C:15]([OH:17])=[O:16] |f:1.2|. Reported procedure: Benzyl 5-methyl-2-(1-methylcyclohexyl)-4-oxazoleacetate (1.0 g) was dissolved in ethanol (3 ml), and 2N sodium hydroxide (3 ml) was added. The mixture was heated on a water bath at 90° C. for 5 minutes, diluted with water and washed with ethyl ether. The aqueous layer was adjusted to pH 2 with hydrochloric acid and extracted with ethyl ether. The ethyl ether extract was washed with water and dried over anhydrous magnesium sulfate. The solvent was distilled off and the residue was recrystallized ... Starting materials: C(#N)C1=CC=C(C(=O)O)C=C1 (4-cyanobenzoic acid), Cl.CC1=NC2=C(C=CC=C2C=C1)OCC=1C(=C(C=CC1Cl)S(=O)(=O)N1[C@@H](CCC1)C(=O)NCCCN)Cl (1-[[3-[(2-methylquinolin-8-yl)oxymethyl]-2,4-dichlorophenyl]sulfonyl]-N-[3-aminopropyl]-2(S)-pyrrolidinecarboxamide hydrochloride). Yields the product CC1=NC2=C(C=CC=C2C=C1)OCC=1C(=C(C=CC1Cl)S(=O)(=O)N1[C@@H](CCC1)C(=O)NCCCNC(=O)C1=CC=C(C=C1)C#N)Cl (1-[[3-[(2-Methylquinolin-8-yl)oxymethyl]-2,4-dichlorophenyl]sulfonyl]-N-[3-[(4-cyanophenyl)carbonylamino]propyl]-2(S)-pyrrolidinecarboxamide). The yield is 75.0%. Reaction SMILES: [C:1]([C:3]1[CH:11]=[CH:10][C:6]([C:7]([OH:9])=O)=[CH:5][CH:4]=1)#[N:2].Cl.[CH3:13][C:14]1[CH:23]=[CH:22][C:21]2[C:16](=[C:17]([O:24][CH2:25][C:26]3[C:27]([Cl:48])=[C:28]([S:33]([N:36]4[CH2:40][CH2:39][CH2:38][C@H:37]4[C:41]([NH:43][CH2:44][CH2:45][CH2:46][NH2:47])=[O:42])(=[O:35])=[O:34])[CH:29]=[CH:30][C:31]=3[Cl:32])[CH:18]=[CH:19][CH:20]=2)[N:15]=1>>[CH3:13][C:14]1[CH:23]=[CH:22][C:21]2[C:16](=[C:17]([O:24][CH2:25][C:26]3[C:27]([Cl:48])=[C:28]([S:33]([N:36]4[CH2:40][CH2:39][CH2:38][C@H:37]4[C:41]([NH:43][CH2:44][CH2:45][CH2:46][NH:47][C:7]([C:6]4[CH:5]=[CH:4][C:3]([C:1]#[N:2])=[CH:11][CH:10]=4)=[O:9])=[O:42])(=[O:34])=[O:35])[CH:29]=[CH:30][C:31]=3[Cl:32])[CH:18]=[CH:19][CH:20]=2)[N:15]=1 |f:1.2|. Reported procedure: By following a procedure analogous to Example 5, starting from 4-cyanobenzoic acid and 1-[[3-[(2-methylquinolin-8-yl)oxymethyl]-2,4-dichlorophenyl]sulfonyl]-N-[3-aminopropyl]-2(S)-pyrrolidinecarboxamide hydrochloride, the expected product (yield=75%) is obtained after purification by chromatography on silica gel using a dichloromethane/methanol mixture (98/2; v/v) as the eluent. M.p.=78-80° C. [α]D24 =-39° (c=0.3; CH3OH) The reactants are C(C1=CC=CC=C1)OC1=CC(=C(CN2C(C3(CC2)CCCCC3)=O)C(=C1)Cl)Cl (2-(4-benzyloxy-2,6-dichloro-benzyl)-2-aza-spiro[4.5]decan-1-one). Reagents/catalysts: [OH-].[Pd+2].[OH-] (palladium (II) hydroxide). The solvent is C(C)(=O)OCC (ethyl acetate). Conditions: time 4 hour. The product is ClC1=C(CN2C(C3(CC2)CCCCC3)=O)C(=CC(=C1)O)Cl (2-(2,6-Dichloro-4-hydroxy-benzyl)-2-aza-spiro[4.5]decan-1-one). As a reaction SMILES: C([O:8][C:9]1[CH:26]=[C:25]([Cl:27])[C:12]([CH2:13][N:14]2[CH2:18][CH2:17][C:16]3([CH2:23][CH2:22][CH2:21][CH2:20][CH2:19]3)[C:15]2=[O:24])=[C:11]([Cl:28])[CH:10]=1)C1C=CC=CC=1>C(OCC)(=O)C.[OH-].[Pd+2].[OH-]>[Cl:28][C:11]1[CH:10]=[C:9]([OH:8])[CH:26]=[C:25]([Cl:27])[C:12]=1[CH2:13][N:14]1[CH2:18][CH2:17][C:16]2([CH2:19][CH2:20][CH2:21][CH2:22][CH2:23]2)[C:15]1=[O:24] |f:2.3.4|. Procedure details: Purge with N2 and H2 a mixture of 2-(4-benzyloxy-2,6-dichloro-benzyl)-2-aza-spiro[4.5]decan-1-one (1.18 g, 2.82 mmol) and 20% palladium (II) hydroxide on carbon (0.50 g) in ethyl acetate (100 mL) and stir under a balloon of H2 for 4 hours at room temperature. Add sodium sulfate to the mixture and filter through hyflo. Remove the solvent in vacuo and purify the crude product on silica isocratically with 9:1 chloroform:methyl t-butyl ether on silica gel to affort 0.72 g (78%) of the titled product... Reaction SMILES: Cl[CH2:2][CH2:3][O:4][C:5]1[CH:12]=[CH:11][C:8]([CH2:9][NH2:10])=[CH:7][CH:6]=1.[CH3:13][O-:14].[Na+]>C1(C)C=CC=CC=1.CO>[CH3:13][O:14][CH2:2][CH2:3][O:4][C:5]1[CH:12]=[CH:11][C:8]([CH2:9][NH2:10])=[CH:7][CH:6]=1 |f:1.2|. Conditions: time 2 hour. Procedure: 4-(2-Chloroethoxy)benzylamine (2.0 g; 0,11 mol) was dissolved in anhydrous toluene (50 ml). The reaction mixture was ice-cooled and sodium methoxide (0.59 g; 0.011 mol) dissolved in methanol (5 ml) was added thereto. When the addition was complete the mixture was left to stand for 2 hours at room temperature and filtered. Solvent was evaporated from the filtrate, to give an oily residue of good purity. The product is COCCOC1=CC=C(CN)C=C1 (4-(2-(Methoxy)ethoxy)benzylamine). Reactants: ClCCOC1=CC=C(CN)C=C1 (4-(2-Chloroethoxy)benzylamine), C[O-].[Na+] (sodium methoxide). The solvent is C1(=CC=CC=C1)C (toluene), CO (methanol). Procedure: 2,7-Bis(4-phthalimidobutyryl)thioxanthene, prepared from 4-phthalimidobutyryl chloride and thioxanthene by the method of S.S. Cheng et al., J. Med. Chem. 9, 945 (1966), is treated with hot glacial acetic acid after which concentrated HCl is added gradually with stirring. The mixture is heated to reflux for 24 hours with a constant stream of HCl gas passing through the mixture. The reaction mixture is stirred and refluxed for an additional 24 hours, cooled, and the product worked up in the usual ... Yields the product Cl.Cl.NCCCC(=O)C1=CC=2CC3=CC(=CC=C3SC2C=C1)C(CCCN)=O (2,7-Bis(4-aminobutyryl)thioxanthene Dihydrochloride). Reactants: C1(C=2C(C(N1CCCC(=O)C1=CC=3CC4=CC(=CC=C4SC3C=C1)C(CCCN1C(C=3C(C1=O)=CC=CC3)=O)=O)=O)=CC=CC2)=O (2,7-Bis(4-phthalimidobutyryl)thioxanthene), C1(C=2C(C(N1CCCC(=O)Cl)=O)=CC=CC2)=O (4-phthalimidobutyryl chloride), C1=CC=CC=2SC3=CC=CC=C3CC12 (thioxanthene), Cl (HCl), Cl (HCl). The solvent is C(C)(=O)O (acetic acid). Reaction SMILES: C1(=O)[N:5]([CH2:6][CH2:7][CH2:8][C:9]([C:11]2[CH:24]=[CH:23][C:22]3[S:21][C:20]4[C:15](=[CH:16][C:17]([C:25](=[O:40])[CH2:26][CH2:27][CH2:28][N:29]5C(=O)C6=CC=CC=C6C5=O)=[CH:18][CH:19]=4)[CH2:14][C:13]=3[CH:12]=2)=[O:10])C(=O)C2=CC=CC=C12.C1(=O)N(CCCC([Cl:57])=O)C(=O)C2=CC=CC=C12.C1C2CC3C(=CC=CC=3)SC=2C=CC=1.[ClH:78]>C(O)(=O)C>[ClH:57].[ClH:78].[NH2:29][CH2:28][CH2:27][CH2:26][C:25]([C:17]1[CH:18]=[CH:19][C:20]2[S:21][C:22]3[C:13](=[CH:12][C:11]([C:9](=[O:10])[CH2:8][CH2:7][CH2:6][NH2:5])=[CH:24][CH:23]=3)[CH2:14][C:15]=2[CH:16]=1)=[O:40] |f:5.6.7|. As a reaction SMILES: [CH3:1][O:2][C:3](=[O:4])[CH2:5][CH2:6][CH2:7][c:8]1[cH:9][nH:10][c:11]2[cH:12][c:13]([C:17](=[O:18])[O:19][CH3:20])[cH:14][cH:15][c:16]12.[CH3:23][OH:24].[Na+:22].[OH-:21]>>[O:2]=[C:3]([OH:4])[CH2:5][CH2:6][CH2:7][c:8]1[cH:9][nH:10][c:11]2[cH:12][c:13]([C:17](=[O:18])[O:19][CH3:20])[cH:14][cH:15][c:16]12. Starting materials: COC(=O)CCCc1c[nH]c2cc(C(=O)OC)ccc12, CO, [Na+], [OH-]. Yields the product COC(=O)c1ccc2c(CCCC(=O)O)c[nH]c2c1. The reactants are COC(=O)c1ccc(Br)c(C(F)(F)F)c1, O=C([O-])[O-], Cc1ccccc1-c1ccc(C(=O)O)cc1C(F)(F)F, Cc1cscc1B(O)O, Cc1ccccc1, CCOC(C)=O, [K+], [K+], O, c1ccc(P(c2ccccc2)(c2ccccc2)[Pd](P(c2ccccc2)(c2ccccc2)c2ccccc2)(P(c2ccccc2)(c2ccccc2)c2ccccc2)P(c2ccccc2)(c2ccccc2)c2ccccc2)cc1. Yields the product COC(=O)c1ccc(-c2cscc2C)c(C(F)(F)F)c1. As a reaction SMILES: [Br:1][c:2]1[c:3]([C:12]([F:13])([F:14])[F:15])[cH:4][c:5]([C:6](=[O:7])[O:8][CH3:9])[cH:10][cH:11]1.[C:45](=[O:46])([O-:47])[O-:48].[CH3:16][c:17]1[cH:18][cH:19][cH:20][cH:21][c:22]1-[c:23]1[cH:24][cH:25][c:26]([C:27]([OH:28])=[O:29])[cH:30][c:31]1[C:32]([F:33])([F:34])[F:35].[CH3:36][c:37]1[c:38]([B:42]([OH:43])[OH:44])[cH:39][s:40][cH:41]1.[CH3:51][c:52]1[cH:53][cH:54][cH:55][cH:56][cH:57]1.[CH3:58][CH2:59][O:60][C:61]([CH3:62])=[O:63].[K+:49].[K+:50].[OH2:141].[cH:64]1[cH:65][cH:66][c:67]([P:68]([Pd:69]([P:70]([c:71]2[cH:72][cH:73][cH:74][cH:75][cH:76]2)([c:77]2[cH:78][cH:79][cH:80][cH:81][cH:82]2)[c:83]2[cH:84][cH:85][cH:86][cH:87][cH:88]2)([P:89]([c:90]2[cH:91][cH:92][cH:93][cH:94][cH:95]2)([c:96]2[cH:97][cH:98][cH:99][cH:100][cH:101]2)[c:102]2[cH:103][cH:104][cH:105][cH:106][cH:107]2)[P:108]([c:109]2[cH:110][cH:111][cH:112][cH:113][cH:114]2)([c:115]2[cH:116][cH:117][cH:118][cH:119][cH:120]2)[c:121]2[cH:122][cH:123][cH:124][cH:125][cH:126]2)([c:127]2[cH:128][cH:129][cH:130][cH:131][cH:132]2)[c:133]2[cH:134][cH:135][cH:136][cH:137][cH:138]2)[cH:139][cH:140]1>>[c:2]1(-[c:38]2[c:37]([CH3:36])[cH:41][s:40][cH:39]2)[c:3]([C:12]([F:13])([F:14])[F:15])[cH:4][c:5]([C:6](=[O:7])[O:8][CH3:9])[cH:10][cH:11]1. The reactants are O=C([O-])[O-], CC(=O)OCc1cccc(C(=O)OC(C)(C)C)n1, CO, [K+], [K+], O. The product is CC(C)(C)OC(=O)c1cccc(CO)n1. Reaction SMILES: [C:19](=[O:20])([O-:21])[O-:22].[C:1](=[O:2])([CH3:3])[O:4][CH2:5][c:6]1[cH:7][cH:8][cH:9][c:10]([C:12](=[O:13])[O:14][C:15]([CH3:16])([CH3:17])[CH3:18])[n:11]1.[CH3:25][OH:26].[K+:23].[K+:24].[OH2:27]>>[OH:4][CH2:5][c:6]1[cH:7][cH:8][cH:9][c:10]([C:12](=[O:13])[O:14][C:15]([CH3:16])([CH3:17])[CH3:18])[n:11]1.